From a dataset of the Open Reaction Database (ORD), a public repository of structured organic reaction records. describe an organic reaction: reactants, conditions, products, and yield The reactants are C(#N)C1=CC(=C(C=C1)NC(=O)C1C(C2(C(N1)CC(C)(C)C)C(NC1=CC(=CC=C12)Cl)=O)C1=C(C(=CC=C1)Cl)F)OC (rac-(2′S,3′R,4′S,5′R)-6-chloro-4′-(3-chloro-2-fluoro-phenyl)-2′-(2,2-dimethyl-propyl)-2-oxo-1,2-dihydro-spiro[indole-3,3′-pyrrolidine]-5′-carboxylic acid (4-cyano-2-methoxy-phenyl)-amide), OO (H2O2), [OH-].[Na+] (NaOH). Solvent: CS(=O)C (DMSO). Reaction conditions: temperature 0 celsius, time 1 hour. Product: C(N)(=O)C1=CC(=C(C=C1)NC(=O)C1C(C2(C(N1)CC(C)(C)C)C(NC1=CC(=CC=C12)Cl)=O)C1=C(C(=CC=C1)Cl)F)OC (rac-(2′S,3′R,4′S,5′R)-6-chloro-4′-(3-chloro-2-fluoro-phenyl)-2′-(2,2-dimethyl-propyl)-2-oxo-1,2-dihydro-spiro[indole-3,3′-pyrrolidine]-5′-carboxylic acid (4-carbamoyl-2-methoxy-phenyl)-amide). Reaction SMILES: [C:1]([C:3]1[CH:8]=[CH:7][C:6]([NH:9][C:10]([CH:12]2[NH:16][CH:15]([CH2:17][C:18]([CH3:21])([CH3:20])[CH3:19])[C:14]3([C:29]4[C:24](=[CH:25][C:26]([Cl:30])=[CH:27][CH:28]=4)[NH:23][C:22]3=[O:31])[CH:13]2[C:32]2[CH:37]=[CH:36][CH:35]=[C:34]([Cl:38])[C:33]=2[F:39])=[O:11])=[C:5]([O:40][CH3:41])[CH:4]=1)#[N:2].[OH:42]O.[OH-].[Na+]>CS(C)=O>[C:1]([C:3]1[CH:8]=[CH:7][C:6]([NH:9][C:10]([CH:12]2[NH:16][CH:15]([CH2:17][C:18]([CH3:21])([CH3:20])[CH3:19])[C:14]3([C:29]4[C:24](=[CH:25][C:26]([Cl:30])=[CH:27][CH:28]=4)[NH:23][C:22]3=[O:31])[CH:13]2[C:32]2[CH:37]=[CH:36][CH:35]=[C:34]([Cl:38])[C:33]=2[F:39])=[O:11])=[C:5]([O:40][CH3:41])[CH:4]=1)(=[O:42])[NH2:2] |f:2.3|. Reported procedure: To the solution of rac-(2′S,3′R,4′S,5′R)-6-chloro-4′-(3-chloro-2-fluoro-phenyl)-2′-(2,2-dimethyl-propyl)-2-oxo-1,2-dihydro-spiro[indole-3,3′-pyrrolidine]-5′-carboxylic acid (4-cyano-2-methoxy-phenyl)-amide (0.34 g, 0.57 mmol) in DMSO (15 mL) at 0° C. was added an aqueous solution (30% Aldrich) of H2O2 (0.56 g, 16 mmol), then aqueous solution (1N) of NaOH (5.7 mL, 5.7 mmol) was added dropwise. The reaction mixture was stirred at 0° C. for 1 h. The mixture was partitioned between ethyl acetate and... The reactants are CC1=CC=C(C=C1)CC(=O)O (4-methylphenylacetic acid), Cl.C(C(C)C)OC(C(N)C)=O (D,L-alanine iso-butyl ester hydrochloride). The product is C(C(C)C)OC(C(NC(CC1=CC=C(C=C1)C)=O)C)=O (N-[(4-methylphenyl)acetyl]-D,L-alanine iso-butyl ester). As a reaction SMILES: [CH3:1][C:2]1[CH:7]=[CH:6][C:5]([CH2:8][C:9]([OH:11])=O)=[CH:4][CH:3]=1.Cl.[CH2:13]([O:17][C:18](=[O:22])[CH:19]([CH3:21])[NH2:20])[CH:14]([CH3:16])[CH3:15]>>[CH2:13]([O:17][C:18](=[O:22])[CH:19]([CH3:21])[NH:20][C:9](=[O:11])[CH2:8][C:5]1[CH:4]=[CH:3][C:2]([CH3:1])=[CH:7][CH:6]=1)[CH:14]([CH3:16])[CH3:15] |f:1.2|. Procedure: Following General Procedure BB and using 4-methylphenylacetic acid (Aldrich) and D,L-alanine iso-butyl ester hydrochloride (from Example BB above), the title compound was prepared as a solid having a melting point of 102°-104° C. The reaction was monitored by tlc on silica gel (Rf=0.6 in 33% ethyl acetate/hexanes) and purification was by extraction with Et2O followed by washes with aqueous K2CO3 and aqueous HCl. Reactants: COC=1C=C2C(=CN(C2=CC1)CC1=CC=CC=C1)CC(=O)N (5-methoxy-1-(phenylmethyl)-1H-indole-3-acetamide), B(Br)(Br)Br.C(Cl)Cl (BBr3 methylene chloride), Cl (HCl). Run in C(Cl)Cl (methylene chloride). Yields the product OC=1C=C2C(=CN(C2=CC1)CC1=CC=CC=C1)CC(=O)N (5-hydroxy-1-(phenylmethyl)-1H-indole-3-acetamide). The yield is 89.9%. Reaction SMILES: C[O:2][C:3]1[CH:4]=[C:5]2[C:9](=[CH:10][CH:11]=1)[N:8]([CH2:12][C:13]1[CH:18]=[CH:17][CH:16]=[CH:15][CH:14]=1)[CH:7]=[C:6]2[CH2:19][C:20]([NH2:22])=[O:21].B(Br)(Br)Br.C(Cl)Cl.Cl>C(Cl)Cl>[OH:2][C:3]1[CH:4]=[C:5]2[C:9](=[CH:10][CH:11]=1)[N:8]([CH2:12][C:13]1[CH:18]=[CH:17][CH:16]=[CH:15][CH:14]=1)[CH:7]=[C:6]2[CH2:19][C:20]([NH2:22])=[O:21] |f:1.2|. Reported procedure: A solution of 375 mg (1.23 mmol) of 5-methoxy-1-(phenylmethyl)-1H-indole-3-acetamide (Example 3) and 5 mL of 1M BBr3/methylene chloride in 75 mL of methylene chloride was stirred for 1.25 hours, and poured into 1N HCl. The methylene chloride layer was separated, washed with brine and dried (Na2SO4). The solvent was removed at reduced pressure to give as residue 310 mg (90% yield) of 5-hydroxy-1-(phenylmethyl)-1H-indole-3-acetamide, mp, 158-160° C. Starting materials: ClC1=CC=C(N=N1)NN (1-(6-chloropyridazin-3-yl)hydrazine), N1=CC=CC2=CC(=CC=C12)CC(=O)O (2-(quinolin-6-yl)acetic acid), Cl (HCl). Solvent: C(=O)([O-])[O-].[Na+].[Na+] (Na2CO3). Run at temperature 110 celsius. Yields the product ClC=1C=CC=2N(N1)C(=NN2)CC=2C=C1C=CC=NC1=CC2 (6-((6-Chloro-[1,2,4]triazolo[4,3-b]pyridazin-3-yl)methyl)quinoline). As a reaction SMILES: [Cl:1][C:2]1[N:7]=[N:6][C:5]([NH:8][NH2:9])=[CH:4][CH:3]=1.[N:10]1[C:19]2[C:14](=[CH:15][C:16]([CH2:20][C:21](O)=O)=[CH:17][CH:18]=2)[CH:13]=[CH:12][CH:11]=1.Cl>C([O-])([O-])=O.[Na+].[Na+]>[Cl:1][C:2]1[CH:3]=[CH:4][C:5]2[N:6]([C:21]([CH2:20][C:16]3[CH:15]=[C:14]4[C:19](=[CH:18][CH:17]=3)[N:10]=[CH:11][CH:12]=[CH:13]4)=[N:9][N:8]=2)[N:7]=1 |f:3.4.5|. Procedure details: A mixture of 1-(6-chloropyridazin-3-yl)hydrazine (1.67 g, 12 mmol), 2-(quinolin-6-yl)acetic acid (1.65 g, 8.8 mmol), and HCl (2000 μl, 24 mmol) was heated in an oil bath at 110° C. for 20 min before it was heated in a microwave (Personal Chemistry) at 180° C.& 15 min. The mixture was quenched with a solution of NaOH (1.2 g, 5 mL) slowly until the suspension is neutral in pH. The mixture was filtered and washed with H2O (2×5 mL). A brown solid was obtained (2.2 g). The solid was treated with aque... The reactants are NC(=O)CI, CCOc1cc(C(C)(C)C)ncc1C1=NC(C)(c2ccc(Cl)cc2)C(C)(c2ccc(Cl)cc2)N1C(=O)N1CCC(N)CC1. Yields the product CCOc1cc(C(C)(C)C)ncc1C1=NC(C)(c2ccc(Cl)cc2)C(C)(c2ccc(Cl)cc2)N1C(=O)N1CCC(NCC(N)=O)CC1. RXN SMILES: [I:44][CH2:45][C:46](=[O:47])[NH2:48].[NH2:1][CH:2]1[CH2:3][CH2:4][N:5]([C:8](=[O:9])[N:10]2[C:11]([c:31]3[cH:32][n:33][c:34]([C:40]([CH3:41])([CH3:42])[CH3:43])[cH:35][c:36]3[O:37][CH2:38][CH3:39])=[N:12][C:13]([CH3:23])([c:24]3[cH:25][cH:26][c:27]([Cl:30])[cH:28][cH:29]3)[C:14]2([CH3:15])[c:16]2[cH:17][cH:18][c:19]([Cl:22])[cH:20][cH:21]2)[CH2:6][CH2:7]1>>[NH:1]([CH:2]1[CH2:3][CH2:4][N:5]([C:8](=[O:9])[N:10]2[C:11]([c:31]3[cH:32][n:33][c:34]([C:40]([CH3:41])([CH3:42])[CH3:43])[cH:35][c:36]3[O:37][CH2:38][CH3:39])=[N:12][C:13]([CH3:23])([c:24]3[cH:25][cH:26][c:27]([Cl:30])[cH:28][cH:29]3)[C:14]2([CH3:15])[c:16]2[cH:17][cH:18][c:19]([Cl:22])[cH:20][cH:21]2)[CH2:6][CH2:7]1)[CH2:45][C:46](=[O:47])[NH2:48].